Dataset: the Open Reaction Database (ORD), a public repository of structured organic reaction records. Task: describe an organic reaction: reactants, conditions, products, and yield Starting materials: C1(=CC=CC=C1)OC(=O)Cl (phenylchloroformate), [F-].[Na+] (sodium fluoride), C1COCCOCCOCCOCCO1 (15-crown-5). Run in C(C)#N (acetonitrile). Reaction conditions: temperature 40 celsius. Yields the product C1(=CC=CC=C1)OC(=O)F (Phenylfluoroformate). As a reaction SMILES: [C:1]1([O:7][C:8](Cl)=[O:9])[CH:6]=[CH:5][CH:4]=[CH:3][CH:2]=1.[F-:11].[Na+].C1OCCOCCOCCOCCOC1>C(#N)C>[C:1]1([O:7][C:8]([F:11])=[O:9])[CH:6]=[CH:5][CH:4]=[CH:3][CH:2]=1 |f:1.2|. Procedure details: To a solution of phenylchloroformate in acetonitrile is charged sodium fluoride. To this mixture is charged the 15-crown-5(“15C5”) at ambient temperature. The reaction mixture is then heated to 40° C. for approximately 16 hrs. Reaction completion is monitored by gas chromatography (“G.C.”). The reactants are N(=[N+]=[N-])CC(C)(C)N1N=CC(=C1)[N+](=O)[O-] (1-(1-azido-2-methylpropan-2-yl)-4-nitro-1H-pyrazole), C1(=CC=CC=C1)P(C1=CC=CC=C1)C1=CC=CC=C1 (triphenylphosphine). Run in O1CCCC1.O (tetrahydrofuran water). Run at time 8 hour. Product: CC(CN)(C)N1N=CC(=C1)[N+](=O)[O-] (2-methyl-2-(4-nitro-1H-pyrazol-1-yl)propan-1-amine). Yield: 99.3%. Reaction SMILES: [N:1]([CH2:4][C:5]([N:8]1[CH:12]=[C:11]([N+:13]([O-:15])=[O:14])[CH:10]=[N:9]1)([CH3:7])[CH3:6])=[N+]=[N-].C1(P(C2C=CC=CC=2)C2C=CC=CC=2)C=CC=CC=1>O1CCCC1.O>[CH3:7][C:5]([N:8]1[CH:12]=[C:11]([N+:13]([O-:15])=[O:14])[CH:10]=[N:9]1)([CH3:6])[CH2:4][NH2:1] |f:2.3|. Reported procedure: To a solution of 1-(1-azido-2-methylpropan-2-yl)-4-nitro-1H-pyrazole (10 g) obtained in Step C of Example 115 in a mixed solvent of tetrahydrofuran/water (v/v=10/1, 88 mL) was added triphenylphosphine (15 g), and the mixture was stirred overnight at room temperature. The solvent was evaporated under reduced pressure, and the residue was purified by silica gel column chromatography (ethyl acetate/methanol) to give the title compound (8.7 g) as a mixture with triphenylphosphine oxide. Reactants: ClC=1C=C2CCC(CC2=CC1)(O)C (6-chloro-2-methyl-1,2,3,4-tetrahydronaphthalene-2-ol), C(C1=CC=CC=C1)(C1=CC=CC=C1)(C1=CC=CC=C1)O (Ph3COH). The solvent is C(=O)(C(F)(F)F)O (TFA). The product is ClC1=CC2=CC=C(C=C2C=C1)C (2-Chloro-6-methyl naphthalene), solid. The yield is 39.8%. As a reaction SMILES: [Cl:1][C:2]1[CH:3]=[C:4]2[C:9](=[CH:10][CH:11]=1)[CH2:8][C:7]([CH3:13])(O)[CH2:6][CH2:5]2.C(O)(C1C=CC=CC=1)(C1C=CC=CC=1)C1C=CC=CC=1>C(O)(C(F)(F)F)=O>[Cl:1][C:2]1[CH:11]=[CH:10][C:9]2[C:4](=[CH:5][CH:6]=[C:7]([CH3:13])[CH:8]=2)[CH:3]=1. Reported procedure: A solution of 6-chloro-2-methyl-1,2,3,4-tetrahydronaphthalene-2-ol (11.3 g, 57.5 mmol) and Ph3COH (16.5 g, 63 mmol) in 80 mL of TFA is stirred for 2.5 days. After this time, the solution is concentrated to dryness. The residue is dissolved in CH2Cl2. The organic layer is washed with H2O, saturated NaHCO3, and saturated NaCl. The organic layer is dried over MgSO4, filtered and concentrated. The crude product is purified by column chromatography eluting with hexanes. The title compound is obtained... Starting materials: C1CCOC1, COC(=O)c1cc(-c2ccc(F)cc2)ccc1NC(=O)COCC(=O)N1CCN(C(c2ccccc2)c2ccccc2)CC1, [Na+], [OH-]. Yields the product O=C(COCC(=O)N1CCN(C(c2ccccc2)c2ccccc2)CC1)Nc1ccc(-c2ccc(F)cc2)cc1C(=O)[O-], [Na+]. Reaction SMILES: [CH2:47]1[O:48][CH2:49][CH2:50][CH2:51]1.[CH:1]([c:2]1[cH:3][cH:4][cH:5][cH:6][cH:7]1)([c:8]1[cH:9][cH:10][cH:11][cH:12][cH:13]1)[N:14]1[CH2:15][CH2:16][N:17]([C:20]([CH2:21][O:22][CH2:23][C:24](=[O:25])[NH:26][c:27]2[c:28]([C:40](=[O:41])[O:42][CH3:43])[cH:29][c:30](-[c:33]3[cH:34][cH:35][c:36]([F:39])[cH:37][cH:38]3)[cH:31][cH:32]2)=[O:44])[CH2:18][CH2:19]1.[Na+:46].[OH-:45]>>[CH:1]([c:2]1[cH:3][cH:4][cH:5][cH:6][cH:7]1)([c:8]1[cH:9][cH:10][cH:11][cH:12][cH:13]1)[N:14]1[CH2:15][CH2:16][N:17]([C:20]([CH2:21][O:22][CH2:23][C:24](=[O:25])[NH:26][c:27]2[c:28]([C:40](=[O:41])[O-:42])[cH:29][c:30](-[c:33]3[cH:34][cH:35][c:36]([F:39])[cH:37][cH:38]3)[cH:31][cH:32]2)=[O:44])[CH2:18][CH2:19]1.[Na+:46]. Reactants: Cl.C(C)N(CCS)CC (2-(Diethylamino)ethanethiol hydrochloride), BrCCO (2-bromoethanol), CO (methanol), [OH-].[Na+] (Sodium hydroxide). Solvent: O (water). Yields the product C(C)N(CCSCCO)CC (2-[2-(diethylamino)-ethylthio]ethanol). The yield is 87.5%. Reaction SMILES: Cl.[CH2:2]([N:4]([CH2:8][CH3:9])[CH2:5][CH2:6][SH:7])[CH3:3].CO.[OH-].[Na+].Br[CH2:15][CH2:16][OH:17]>O>[CH2:2]([N:4]([CH2:8][CH3:9])[CH2:5][CH2:6][S:7][CH2:15][CH2:16][OH:17])[CH3:3] |f:0.1,3.4|. Procedure: 2-(Diethylamino)ethanethiol hydrochloride (5.0 g, 29 mmol) was added to a 250 mL round-bottom flask, 20 mL methanol was added, and the solution cooled in an ice bath with stirring. Sodium hydroxide (2.34 g, 58 mmol), dissolved in water (15 mL), was added, followed by slow addition of 2-bromoethanol (5.9 g, 47 mmol). Stirring was continued while the reaction mixture was allowed to warm to room temperature overnight. The methanol and water were removed under reduced pressure, and the residue disso...